This data is from the Open Reaction Database (ORD), a public repository of structured organic reaction records. The task is: describe an organic reaction: reactants, conditions, products, and yield Reactants: ClC1=CC(=C(C=C1S)N1C(C2=C(C1=O)CCCC2)=O)F (N-(4-chloro-2-fluoro-5-mercaptophenyl)-3,4,5,6-tetrahydrophthalimide), ClCC(=O)OC1COCC1OC(C)=O (4-acetoxytetrahydrofuran-3-yl chloroacetate), C([O-])([O-])=O.[K+].[K+] (potassium carbonate), [I-].[K+] (potassium iodide). Solvent: CC(=O)C (acetone). Run at time 5 hour. Yields the product C(C)(=O)OC1C(COC1)OC(=O)CSC=1C(=CC(=C(C1)N1C(C2=C(C1=O)CCCC2)=O)F)Cl (N-(5-(4-Acetoxytetrahydrofuran-3-yloxycarbonylmethylthio)-4-chloro-2-fluorophenyl)-3,4,5,6-tetrahydrophthalimide). Isolated yield 64.8%. Reaction SMILES: [Cl:1][C:2]1[C:7]([SH:8])=[CH:6][C:5]([N:9]2[C:13](=[O:14])[C:12]3[CH2:15][CH2:16][CH2:17][CH2:18][C:11]=3[C:10]2=[O:19])=[C:4]([F:20])[CH:3]=1.Cl[CH2:22][C:23]([O:25][CH:26]1[CH:30]([O:31][C:32](=[O:34])[CH3:33])[CH2:29][O:28][CH2:27]1)=[O:24].C(=O)([O-])[O-].[K+].[K+].[I-].[K+]>CC(C)=O>[C:32]([O:31][CH:30]1[CH2:29][O:28][CH2:27][CH:26]1[O:25][C:23]([CH2:22][S:8][C:7]1[C:2]([Cl:1])=[CH:3][C:4]([F:20])=[C:5]([N:9]2[C:10](=[O:19])[C:11]3[CH2:18][CH2:17][CH2:16][CH2:15][C:12]=3[C:13]2=[O:14])[CH:6]=1)=[O:24])(=[O:34])[CH3:33] |f:2.3.4,5.6|. Procedure: A mixture of 14.0 g of N-(4-chloro-2-fluoro-5-mercaptophenyl)-3,4,5,6-tetrahydrophthalimide, 11.0 g of 4-acetoxytetrahydrofuran-3-yl chloroacetate, 7.46 g of potassium carbonate, 1.5 g of potassium iodide and 150 ml of acetone was refluxed under stirring for 5 hours. After cooling, the salt was filtered off, and the residue was purified by chromatography on a silica gel column (eluted with ethyl acetate/hexane=2/3), to obtain 14.5 g of a compound described in Table 1 (No. 6) (65 %). The reactants are CC(C)(C)OC(=O)NC1CCNCC1, O=c1[nH]c2ncnc(Cl)c2[nH]1. RXN SMILES: [C:12]([CH3:13])([CH3:14])([CH3:15])[O:16][C:17]([NH:18][CH:19]1[CH2:20][CH2:21][NH:22][CH2:23][CH2:24]1)=[O:25].[Cl:1][c:2]1[c:3]2[nH:4][c:5](=[O:11])[nH:6][c:7]2[n:8][cH:9][n:10]1>>[c:2]1([N:22]2[CH2:21][CH2:20][CH:19]([NH:18][C:17]([O:16][C:12]([CH3:13])([CH3:14])[CH3:15])=[O:25])[CH2:24][CH2:23]2)[c:3]2[nH:4][c:5](=[O:11])[nH:6][c:7]2[n:8][cH:9][n:10]1. The product is CC(C)(C)OC(=O)NC1CCN(c2ncnc3[nH]c(=O)[nH]c23)CC1.